Dataset: the Open Reaction Database (ORD), a public repository of structured organic reaction records. Task: describe an organic reaction: reactants, conditions, products, and yield Starting materials: O=C([O-])O, CCN(C(C)C)C(C)C, O=C(Cl)OCc1ccccc1, ClCCl, CC(C)(C)OC(=O)N1Cc2[nH]nc(N)c2C1, [Na+]. Product: CC(C)(C)OC(=O)N1Cc2[nH]nc(NC(=O)OCc3ccccc3)c2C1. RXN SMILES: [C:37](=[O:38])([OH:39])[O-:40].[CH:17]([N:18]([CH2:19][CH3:20])[CH:21]([CH3:22])[CH3:23])([CH3:24])[CH3:25].[Cl:26][C:27](=[O:28])[O:29][CH2:30][c:31]1[cH:32][cH:33][cH:34][cH:35][cH:36]1.[Cl:42][CH2:43][Cl:44].[NH2:1][c:2]1[c:3]2[c:4]([nH:5][n:6]1)[CH2:7][N:8]([C:10](=[O:11])[O:12][C:13]([CH3:14])([CH3:15])[CH3:16])[CH2:9]2.[Na+:41]>>[NH:1]([c:2]1[c:3]2[c:4]([nH:5][n:6]1)[CH2:7][N:8]([C:10](=[O:11])[O:12][C:13]([CH3:14])([CH3:15])[CH3:16])[CH2:9]2)[C:27](=[O:28])[O:29][CH2:30][c:31]1[cH:32][cH:33][cH:34][cH:35][cH:36]1.